This data is from the Open Reaction Database (ORD), a public repository of structured organic reaction records. The task is: describe an organic reaction: reactants, conditions, products, and yield Reactants: C(CC)(=O)NC=1C=C(N)C=CC1OC (3-propionamido-4-methoxyaniline), COC=1C=C(C=C(C1OC)OC)S(=O)(=O)O (3,4,5-trimethoxybenzenesulfonic acid). The product is C(CC)(=O)NC=1C=C(C=CC1OC)NS(=O)(=O)C1=CC(=C(C(=C1)OC)OC)OC (N-(3′-propionamido-4′-methoxyphenyl)-(3,4,5-trimethoxy)benzenesulfonamide). RXN SMILES: [C:1]([NH:5][C:6]1[CH:7]=[C:8]([CH:10]=[CH:11][C:12]=1[O:13][CH3:14])[NH2:9])(=[O:4])[CH2:2][CH3:3].[CH3:15][O:16][C:17]1[CH:18]=[C:19]([S:27](O)(=[O:29])=[O:28])[CH:20]=[C:21]([O:25][CH3:26])[C:22]=1[O:23][CH3:24]>>[C:1]([NH:5][C:6]1[CH:7]=[C:8]([NH:9][S:27]([C:19]2[CH:18]=[C:17]([O:16][CH3:15])[C:22]([O:23][CH3:24])=[C:21]([O:25][CH3:26])[CH:20]=2)(=[O:29])=[O:28])[CH:10]=[CH:11][C:12]=1[O:13][CH3:14])(=[O:4])[CH2:2][CH3:3]. Reported procedure: Compound 91 is synthesized following a similar method as in Example 1 and using 3-propionamido-4-methoxyaniline and 3,4,5-trimethoxybenzenesulfonic acid as materials. Total yield of the two steps: 40%. Procedure details: A solution of tetrakis(4-aminophenyl)methane (4.57 grams, 12.0 mmol; prepared as described in Example C) in acetone (96 milliliters) was added dropwise at 0° C. to a stirred solution of cyanuric chloride (9.06 grams, 49.1 mmol; obtained from Aldrich Chemical Co., Milwaukee, Wis.) in acetone (144 milliliters). The resulting mixture was kept at 0° C. for 1 hour, treated with Na2CO3 (5.21 grams, 49.2 mmol), and poured into water (960 milliliters). The precipitate was separated by filtration, washed... Yield: 68.3%. Run in CC(=O)C (acetone), CC(=O)C (acetone). Reaction conditions: time 1 hour. The reactants are NC1=CC=C(C=C1)C(C1=CC=C(C=C1)N)(C1=CC=C(C=C1)N)C1=CC=C(C=C1)N (tetrakis(4-aminophenyl)methane), N1=C(Cl)N=C(Cl)N=C1Cl (cyanuric chloride), O (water), C(=O)([O-])[O-].[Na+].[Na+] (Na2CO3). Yields the product ClC1=NC(=NC(=N1)Cl)NC1=CC=C(C=C1)C(C1=CC=C(C=C1)NC1=NC(=NC(=N1)Cl)Cl)(C1=CC=C(C=C1)NC1=NC(=NC(=N1)Cl)Cl)C1=CC=C(C=C1)NC1=NC(=NC(=N1)Cl)Cl (tetrakis[4-[(2,4-dichloro-1,3,5-triazin-6-yl)amino]phenyl]methane). As a reaction SMILES: [NH2:1][C:2]1[CH:7]=[CH:6][C:5]([C:8]([C:23]2[CH:28]=[CH:27][C:26]([NH2:29])=[CH:25][CH:24]=2)([C:16]2[CH:21]=[CH:20][C:19]([NH2:22])=[CH:18][CH:17]=2)[C:9]2[CH:14]=[CH:13][C:12]([NH2:15])=[CH:11][CH:10]=2)=[CH:4][CH:3]=1.[N:30]1[C:37](Cl)=[N:36][C:34]([Cl:35])=[N:33][C:31]=1[Cl:32].C([O-])([O-])=O.[Na+].[Na+].O>CC(C)=O>[Cl:35][C:34]1[N:33]=[C:31]([Cl:32])[N:30]=[C:37]([NH:1][C:2]2[CH:3]=[CH:4][C:5]([C:8]([C:16]3[CH:21]=[CH:20][C:19]([NH:22][C:37]4[N:36]=[C:34]([Cl:35])[N:33]=[C:31]([Cl:32])[N:30]=4)=[CH:18][CH:17]=3)([C:23]3[CH:28]=[CH:27][C:26]([NH:29][C:37]4[N:36]=[C:34]([Cl:35])[N:33]=[C:31]([Cl:32])[N:30]=4)=[CH:25][CH:24]=3)[C:9]3[CH:10]=[CH:11][C:12]([NH:15][C:37]4[N:36]=[C:34]([Cl:35])[N:33]=[C:31]([Cl:32])[N:30]=4)=[CH:13][CH:14]=3)=[CH:6][CH:7]=2)[N:36]=1 |f:2.3.4|. Starting materials: BrN1C(CCC1=O)=O (N-bromosuccinimide), BrC1=CC(=C(C=C1)Cl)CO (4-bromo-1-chloro-2-hydroxymethyl-benzene), C1(=CC=CC=C1)P(C1=CC=CC=C1)C1=CC=CC=C1 (triphenylphosphine). The solvent is O1CCCC1 (tetrahydrofuran). Reaction conditions: temperature 5 celsius, time 1 hour. Yields the product BrC1=CC(=C(C=C1)Cl)CBr (4-bromo-2-bromomethyl-1-chloro-benzene). Reaction SMILES: [Br:1]N1C(=O)CCC1=O.[Br:9][C:10]1[CH:15]=[CH:14][C:13]([Cl:16])=[C:12]([CH2:17]O)[CH:11]=1.C1(P(C2C=CC=CC=2)C2C=CC=CC=2)C=CC=CC=1>O1CCCC1>[Br:9][C:10]1[CH:15]=[CH:14][C:13]([Cl:16])=[C:12]([CH2:17][Br:1])[CH:11]=1. Procedure details: 4.0 g N-bromosuccinimide are slowly added to a solution of 5.0 g of 4-bromo-1-chloro-2-hydroxymethyl-benzene and 5.9 g triphenylphosphine in 50 mL of tetrahydrofuran chilled to 5° C. After 1 h stirring at ambient temperature the precipitate is filtered off, and the solvent is eliminated in vacuo. The residue is purified by chromatography on silica gel (cyclohexane/ethyl acetate 50:1). As a reaction SMILES: [CH2:1]1[C:4]2([CH2:7][NH:6][CH2:5]2)[CH2:3][N:2]1[C:8](OC(C)(C)C)=O.BrC1[CH:21]=[CH:20][CH:19]=[C:18](F)[N:17]=1.Cl[C:24]1[N:29]=[CH:28][C:27]2[CH:30]=[N:31][NH:32][C:26]=2[CH:25]=1.[CH3:33][N:34]1[CH:38]=[C:37](B2OC(C)(C)C(C)(C)O2)[CH:36]=[N:35]1>>[CH2:3]1[C:4]2([CH2:5][NH:6][CH2:7]2)[CH2:1][N:2]1[C:8]1[N:17]=[C:18]([N:32]2[C:26]3[CH:25]=[C:24]([C:37]4[CH:36]=[N:35][N:34]([CH3:33])[CH:38]=4)[N:29]=[CH:28][C:27]=3[CH:30]=[N:31]2)[CH:19]=[CH:20][CH:21]=1. Product: C1N(CC12CNC2)C2=CC=CC(=N2)N2N=CC=1C=NC(=CC12)C=1C=NN(C1)C (1-(6-(2,6-Diazaspiro[3.3]heptan-2-yl)pyridin-2-yl)-6-(1-methyl-1H-pyrazol-4-yl)-1H-pyrazolo[4,3-c]pyridine). Reactants: C1N(CC12CNC2)C(=O)OC(C)(C)C (tert-butyl 2,6-diazaspiro[3.3]heptane-2-carboxylate), CN1N=CC(=C1)B1OC(C(O1)(C)C)(C)C (1-methyl-4-(4,4,5,5-tetramethyl-1,3,2-dioxaborolan-2-yl)-1H-pyrazole), BrC1=NC(=CC=C1)F (2-bromo-6-fluoropyridine), ClC1=CC2=C(C=N1)C=NN2 (6-chloro-1H-pyrazolo[4,3-c]pyridine). Reported procedure: Following the procedures as described in Example 124 and starting with tert-butyl 2,6-diazaspiro[3.3]heptane-2-carboxylate, 2-bromo-6-fluoropyridine, 6-chloro-1H-pyrazolo[4,3-c]pyridine, and 1-methyl-4-(4,4,5,5-tetramethyl-1,3,2-dioxaborolan-2-yl)-1H-pyrazole, 268 was obtained as a yellow solid (87 mg, 26%) over four steps. 1H NMR (500 MHz, DMSO-d6) δ (ppm) 9.10 (s, 1H), 8.74 (s, 1H), 8.51 (s, 1H), 8.28 (s, 1H), 7.98 (s, 1H), 7.69-7.71 (t, J=9 Hz, 1H), 7.20-7.21 (d, J=9 Hz, 1H), 6.30-6.31 (d, J=... Yield: 26.0%. Starting materials: O=C(O)c1ccccc1Br, CCN=C=NCCCN(C)C, CN1CCOCC1, ClCCl, CC(C)CC(NC(=O)CN)B1OC2CC3CC(C3(C)C)C2(C)O1, On1nnc2ccccc21. The product is CC(C)CC(NC(=O)CNC(=O)c1ccccc1Br)B1OC2CC3CC(C3(C)C)C2(C)O1. As a reaction SMILES: [Br:1][c:2]1[c:3]([C:4](=[O:5])[OH:6])[cH:7][cH:8][cH:9][cH:10]1.[CH3:11][CH2:12][N:13]=[C:14]=[N:15][CH2:16][CH2:17][CH2:18][N:19]([CH3:20])[CH3:21].[CH3:32][N:33]1[CH2:34][CH2:35][O:36][CH2:37][CH2:38]1.[Cl:62][CH2:63][Cl:64].[NH2:39][CH2:40][C:41](=[O:42])[NH:43][CH:44]([CH2:45][CH:46]([CH3:47])[CH3:48])[B:49]1[O:50][C:51]2([CH3:61])[CH:52]([O:53]1)[CH2:54][CH:55]1[C:56]([CH3:59])([CH3:60])[CH:57]2[CH2:58]1.[OH:22][n:23]1[c:24]2[c:25]([cH:26][cH:27][cH:28][cH:29]2)[n:30][n:31]1>>[Br:1][c:2]1[c:3]([C:4](=[O:6])[NH:39][CH2:40][C:41](=[O:42])[NH:43][CH:44]([CH2:45][CH:46]([CH3:47])[CH3:48])[B:49]2[O:50][C:51]3([CH3:61])[CH:52]([O:53]2)[CH2:54][CH:55]2[C:56]([CH3:59])([CH3:60])[CH:57]3[CH2:58]2)[cH:7][cH:8][cH:9][cH:10]1.